This data is from the Open Reaction Database (ORD), a public repository of structured organic reaction records. The task is: describe an organic reaction: reactants, conditions, products, and yield Starting materials: BrB(Br)Br, COc1ccc2c(c1)c(-c1cc3cccnc3n1S(=O)(=O)c1ccc(C)cc1)cn2C, ClCCl, [Na+], [Na+], O=C([O-])[O-]. The product is Cc1ccc(S(=O)(=O)n2c(-c3cn(C)c4ccc(O)cc34)cc3cccnc32)cc1. Reaction SMILES: [B:32]([Br:33])([Br:34])[Br:35].[CH3:1][O:2][c:3]1[cH:4][c:5]2[c:6](-[c:13]3[cH:14][c:15]4[c:16]([n:17][cH:18][cH:19][cH:20]4)[n:21]3[S:22](=[O:23])(=[O:24])[c:25]3[cH:26][cH:27][c:28]([CH3:31])[cH:29][cH:30]3)[cH:7][n:8]([CH3:12])[c:9]2[cH:10][cH:11]1.[Cl:42][CH2:43][Cl:44].[Na+:36].[Na+:37].[O-:38][C:39](=[O:40])[O-:41]>>[OH:2][c:3]1[cH:4][c:5]2[c:6](-[c:13]3[cH:14][c:15]4[c:16]([n:17][cH:18][cH:19][cH:20]4)[n:21]3[S:22](=[O:23])(=[O:24])[c:25]3[cH:26][cH:27][c:28]([CH3:31])[cH:29][cH:30]3)[cH:7][n:8]([CH3:12])[c:9]2[cH:10][cH:11]1. The reactants are CS(=O)(=O)OC[C@@H]1[C@@H]([C@H]([C@@H](C1)O[Si](C)(C)C(C)(C)C)\C=C\[C@H](CCCCC)O[Si](C)(C)C(C)(C)C)CC1=CC(=CC=C1)OCC1=CC=CC=C1 (((1S,2S,3R,4R)-2-(3-(benzyloxy)benzyl)-4-(tert-butyldimethylsilyoxy)-3-((S,E)-3-(tert-butyldimethylsilyoxy)oct-1-enyl)cyclopentyl)methyl methanesulfonate), [OH-].[K+] (potassium hydroxide). Reagents/catalysts: [Pd] (Pd/C). The solvent is CO (methanol). Product: CS(=O)(=O)OC[C@@H]1[C@@H]([C@H]([C@@H](C1)O[Si](C)(C)C(C)(C)C)\C=C\[C@H](CCCCC)O[Si](C)(C)C(C)(C)C)CC1=CC(=CC=C1)O (((1S,2S,3R,4R)-2-(3-hydroxybenzyl)-4-(tert-butyldimethylsilyoxy)-3-((S,E)-3-(tert-butyl dimethylsilyoxy)oct-1-enyl)cyclopentyl)methyl methanesulfonate). Isolated yield 127.2%. As a reaction SMILES: [CH3:1][S:2]([O:5][CH2:6][C@H:7]1[CH2:11][C@@H:10]([O:12][Si:13]([C:16]([CH3:19])([CH3:18])[CH3:17])([CH3:15])[CH3:14])[C@H:9](/[CH:20]=[CH:21]/[C@@H:22]([O:28][Si:29]([C:32]([CH3:35])([CH3:34])[CH3:33])([CH3:31])[CH3:30])[CH2:23][CH2:24][CH2:25][CH2:26][CH3:27])[C@H:8]1[CH2:36][C:37]1[CH:42]=[CH:41][CH:40]=[C:39]([O:43]CC2C=CC=CC=2)[CH:38]=1)(=[O:4])=[O:3].[OH-].[K+]>CO.[Pd]>[CH3:1][S:2]([O:5][CH2:6][C@H:7]1[CH2:11][C@@H:10]([O:12][Si:13]([C:16]([CH3:17])([CH3:18])[CH3:19])([CH3:15])[CH3:14])[C@H:9](/[CH:20]=[CH:21]/[C@@H:22]([O:28][Si:29]([C:32]([CH3:35])([CH3:34])[CH3:33])([CH3:30])[CH3:31])[CH2:23][CH2:24][CH2:25][CH2:26][CH3:27])[C@H:8]1[CH2:36][C:37]1[CH:42]=[CH:41][CH:40]=[C:39]([OH:43])[CH:38]=1)(=[O:4])=[O:3] |f:1.2|. Procedure: A solution of ((1S,2S,3R,4R)-2-(3-(benzyloxy)benzyl)-4-(tert-butyldimethylsilyoxy)-3-((S,E)-3-(tert-butyldimethylsilyoxy)oct-1-enyl)cyclopentyl)methyl methanesulfonate (45 g, 0.06 mol) in dry methanol (450 ml) was treated with potassium hydroxide (9.72 g, 0.18 mol), then with 5% Pd/C (13.5 g, 30% wt) under hydrogen for 2 hr. Then, the reaction mixture was filtered with celite pad. The filtrate was concentrated to obtain crude product (50 g). Starting materials: ClC=1SC=C(N1)C (2-chloro-4-methylthiazole), C(CCC)[Li] (n-butyllithium), [Cl-].[NH4+] (ammonium chloride), resultant mixture, CN(C=O)C (N,N-dimethylformamide). Solvent: O1CCCC1 (tetrahydrofuran), CCCCCC (n-hexane). Conditions: temperature -70 celsius, time 20 minute. Product: ClC=1SC(=C(N1)C)C=O (2-chloro-5-formyl-4-methylthiazole). RXN SMILES: [Cl:1][C:2]1[S:3][CH:4]=[C:5]([CH3:7])[N:6]=1.C([Li])CCC.CN(C)[CH:15]=[O:16].[Cl-].[NH4+]>O1CCCC1.CCCCCC>[Cl:1][C:2]1[S:3][C:4]([CH:15]=[O:16])=[C:5]([CH3:7])[N:6]=1 |f:3.4|. Procedure: To a stirred solution of 2-chloro-4-methylthiazole (0.3 g) in tetrahydrofuran (3 ml) was added a solution of n-butyllithium in n-hexane (1.63M, 1.52 ml) dropwise at −70° C. under a nitrogen atmosphere, and the mixture was stirred for 20 minutes at −70° C. To the resultant mixture was added N,N-dimethylformamide (0.21 ml) at −70° C., and the mixture was stirred for 40 minutes. The mixture was poured into a saturated aqueous ammonium chloride solution and extracted with ethyl acetate. The organic ... Reactants: BrB(Br)Br, COc1ccc2nc(Br)sc2c1, ClCCl, O. Yields the product Oc1ccc2nc(Br)sc2c1. RXN SMILES: [B:13]([Br:14])([Br:15])[Br:16].[Br:1][c:2]1[s:3][c:4]2[c:5]([n:6]1)[cH:7][cH:8][c:9]([O:11][CH3:12])[cH:10]2.[Cl:18][CH2:19][Cl:20].[OH2:17]>>[Br:1][c:2]1[s:3][c:4]2[c:5]([n:6]1)[cH:7][cH:8][c:9]([OH:11])[cH:10]2.